From a dataset of the Open Reaction Database (ORD), a public repository of structured organic reaction records. describe an organic reaction: reactants, conditions, products, and yield The reactants are CN1C(CCC1)CCN1C(=CC2=CC(=CC=C12)[N+](=O)[O-])CC1=CC=C(C=C1)OC(F)(F)F (1-(2-(1-Methylpyrrolidin-2-yl)ethyl)-5-nitro-2-(4-(trifluoromethoxy)benzyl)-1H-indole), I.CSC(=N)C=1SC=CC1 (Thiophene-2-carboximidothioic acid methyl ester hydroiodide). Reagents/catalysts: [Pd] (Palladium). The solvent is C(C)O (ethanol), C(C)OCC (diethyl ether). Reaction conditions: time 3 hour. Product: CN1C(CCC1)CCN1C(=CC2=CC(=CC=C12)NC(=N)C=1SC=CC1)CC1=CC=C(C=C1)OC(F)(F)F (N-(1-(2-(1-Methylpyrrolidin-2-yl)ethyl)-2-(4-(trifluoromethoxy)benzyl)-1H-indol-5-yl)thiophene-2-carboximidamide). Yield: 53.7%. As a reaction SMILES: [CH3:1][N:2]1[CH2:6][CH2:5][CH2:4][CH:3]1[CH2:7][CH2:8][N:9]1[C:17]2[C:12](=[CH:13][C:14]([N+:18]([O-])=O)=[CH:15][CH:16]=2)[CH:11]=[C:10]1[CH2:21][C:22]1[CH:27]=[CH:26][C:25]([O:28][C:29]([F:32])([F:31])[F:30])=[CH:24][CH:23]=1.I.CS[C:36]([C:38]1[S:39][CH:40]=[CH:41][CH:42]=1)=[NH:37]>C(O)C.C(OCC)C.[Pd]>[CH3:1][N:2]1[CH2:6][CH2:5][CH2:4][CH:3]1[CH2:7][CH2:8][N:9]1[C:17]2[C:12](=[CH:13][C:14]([NH:18][C:36]([C:38]3[S:39][CH:40]=[CH:41][CH:42]=3)=[NH:37])=[CH:15][CH:16]=2)[CH:11]=[C:10]1[CH2:21][C:22]1[CH:27]=[CH:26][C:25]([O:28][C:29]([F:32])([F:31])[F:30])=[CH:24][CH:23]=1 |f:1.2|. Procedure details: Compound 12 (95 mg, 0.212 mmol) was dissolved in anhydrous ethanol (10 mL) in a dry argon purged flask. Palladium, 10 wt % on activated carbon (22.6 mg, 0.0212 mmol) is quickly added and the atmosphere from the flask evacuated by vacuum pump and replaced with hydrogen from a balloon. The atmosphere is evacuated from the flask and replaced with hydrogen twice more and the mixture stirred under a hydrogen atmosphere at room temperature. After 3 hours, thin layer chromatography in a solvent system ... The reactants are C(#N)C1=CC=C(C=C1)C1=COC2=C1C=C(C=C2)CC(=O)OCC (ethyl 3-(4-cyanophenyl)benzofuran-5-acetate), Cl (hydrochloric acid), [OH-].[Na+] (sodium hydroxide), C(C)O (ethanol). Run in O (water). Product: C(=O)(O)C1=CC=C(C=C1)C1=COC2=C1C=C(C=C2)CC(=O)O (3-(4-carboxyphenyl)benzofuran-5-acetic acid). Reaction SMILES: C(C1[CH:8]=[CH:7][C:6]([C:9]2[C:13]3[CH:14]=[C:15]([CH2:18][C:19]([O:21]CC)=[O:20])[CH:16]=[CH:17][C:12]=3[O:11][CH:10]=2)=[CH:5][CH:4]=1)#N.[OH-:24].[Na+].[CH2:26]([OH:28])[CH3:27].Cl>O>[C:26]([C:27]1[CH:8]=[CH:7][C:6]([C:9]2[C:13]3[CH:14]=[C:15]([CH2:18][C:19]([OH:21])=[O:20])[CH:16]=[CH:17][C:12]=3[O:11][CH:10]=2)=[CH:5][CH:4]=1)([OH:24])=[O:28] |f:1.2|. Procedure details: A mixture of 5 g. of the product of step A in 50 ml. of 30 percent sodium hydroxide solution and 20 ml. of ethanol is heated at its reflux temperature for 30 minutes, and 75 ml. of water is added. The solution is heated at its reflux temperature for three hours, then poured into 125 ml. of 6N hydrochloric acid. The solid is separated by filtration and recrystallized from acetic acid to provide 3-(4-carboxyphenyl)benzofuran-5-acetic acid, m.p. 278°-281° C. Reaction SMILES: [ClH:1].[Cl:2][C:3]1[N:4]=[N:5][C:6]([CH:9]2[CH2:14][CH2:13][N:12]([CH:15]([CH3:17])[CH3:16])[CH2:11][CH2:10]2)=[CH:7][CH:8]=1.[CH3:18][C:19]1(B(O)O)[CH:24]=[CH:23][CH:22]=[CH:21][NH:20]1>>[ClH:2].[ClH:1].[ClH:2].[CH:15]([N:12]1[CH2:13][CH2:14][CH:9]([C:6]2[N:5]=[N:4][C:3]([C:23]3[CH:22]=[CH:21][N:20]=[C:19]([CH3:18])[CH:24]=3)=[CH:8][CH:7]=2)[CH2:10][CH2:11]1)([CH3:17])[CH3:16] |f:0.1,3.4.5.6|. Yields the product Cl.Cl.Cl.C(C)(C)N1CCC(CC1)C=1N=NC(=CC1)C1=CC(=NC=C1)C (3-(1-Isopropylpiperidin-4-yl)-6-(2-methylpyridin-4-yl)pyridazine, trihydrochloride), trihydrochloride. Reported procedure: 3-Chloro-6-(1-isopropylpiperidin-4-yl)pyridazine, hydrochloride (0.5 g, 1.6 mmol) and 2-methylpyridin boronic acid (0.241 g, 1.76 mmol) were mixed with catalyst and reacted in the same manner as in example 18. The title compound was isolated as white crystals of the trihydrochloride. Yield: 164 mg (25%). The reactants are Cl.ClC=1N=NC(=CC1)C1CCN(CC1)C(C)C (3-Chloro-6-(1-isopropylpiperidin-4-yl)pyridazine, hydrochloride), CC1(NC=CC=C1)B(O)O (2-methylpyridin boronic acid).